Dataset: the Open Reaction Database (ORD), a public repository of structured organic reaction records. Task: describe an organic reaction: reactants, conditions, products, and yield Reactants: CC1=C(C(=O)N=C=S)C=CC=C1 (2-methylbenzoyl isothiocyanate), NC1=C(C(=O)N)C=CC=C1 (2-aminobenzamide). Solvent: CCOCC (ether), CCOCC (ether). The product is NC(=O)C1=C(C=CC=C1)NC(NC(C1=C(C=CC=C1)C)=O)=S (N-[[[2-(Aminocarbonyl)phenyl]amino]thioxomethyl]-2-methylbenzamide). The yield is 95.8%. RXN SMILES: [NH2:1][C:2]1[CH:10]=[CH:9][CH:8]=[CH:7][C:3]=1[C:4]([NH2:6])=[O:5].[CH3:11][C:12]1[CH:22]=[CH:21][CH:20]=[CH:19][C:13]=1[C:14]([N:16]=[C:17]=[S:18])=[O:15]>CCOCC>[NH2:6][C:4]([C:3]1[CH:7]=[CH:8][CH:9]=[CH:10][C:2]=1[NH:1][C:17](=[S:18])[NH:16][C:14](=[O:15])[C:13]1[CH:19]=[CH:20][CH:21]=[CH:22][C:12]=1[CH3:11])=[O:5]. Procedure details: To a stirred mixture of 4.9 g of 2-aminobenzamide and 200 ml of ether was added dropwise, a solution of 6.67 g of 2-methylbenzoyl isothiocyanate in 100 ml of ether over 15 minutes After a few hours, the solid was collected, giving 10.8 g of the desired product as grey crystals, mp 181°-185° C. (dec.). The reactants are O=O (Oxygen), α-benzoate, C1(=CC=CC=C1)S (PhSH), thiol, C1=CC=C(C=C1)P(C2=CC=CC=C2)C3=CC=CC=C3 (Ph3P), C(C1=CC=CC=C1)(=O)O[C@@H]1C[C@@H]2[C@](OO[C@H]([C@]1(O)C)C2)(CSC2=CC=CC=C2)C ((1S,4S,5S,7R,8S)-7-benzoyloxy-4,8-dimethyl-4-phenylthiomethyl-2,3-dioxabicyclo[3.3.1]nonan-8-ol), EtOAc-heaxane. The solvent is CCCCCC.C1=CC=CC=C1 (hexane benzene), CCCCCC (hexane). Conditions: temperature 4 celsius, time 14 hour. Product: C(C1=CC=CC=C1)(=O)O[C@@H]1C[C@@H]2[C@@](OO[C@H]([C@@]1(O)C)C2)(CSC2=CC=CC=C2)C ((1S,4R,5S,7R,8R)-7-benzoyloxy-4,8-dimethyl-4-phenylthiomethyl-2,3-dioxabicyclo[3.3.1]nonan-8-ol). Isolated yield 6.0%. RXN SMILES: O=O.C1(S)C=CC=CC=1.C1C=CC(P(C2C=CC=CC=2)C2C=CC=CC=2)=CC=1.[C:29]([O:37][C@H:38]1[C@:45]([CH3:47])([OH:46])[C@@H:44]2[CH2:48][C@@H:40]([C@@:41]([CH3:57])([CH2:49][S:50][C:51]3[CH:56]=[CH:55][CH:54]=[CH:53][CH:52]=3)[O:42][O:43]2)[CH2:39]1)(=[O:36])[C:30]1[CH:35]=[CH:34][CH:33]=[CH:32][CH:31]=1>CCCCCC.C1C=CC=CC=1.CCCCCC>[C:29]([O:37][C@H:38]1[C@@:45]([CH3:47])([OH:46])[C@@H:44]2[CH2:48][C@@H:40]([C@:41]([CH3:57])([CH2:49][S:50][C:51]3[CH:52]=[CH:53][CH:54]=[CH:55][CH:56]=3)[O:42][O:43]2)[CH2:39]1)(=[O:36])[C:30]1[CH:31]=[CH:32][CH:33]=[CH:34][CH:35]=1 |f:4.5|. Procedure details: Oxygen was bubbled through a solution of the α-benzoate 3b (690 mg, 2.70 mmol) and DBPO (8.5 mg, 0.036 mmol) in hexane-benzene (50 mL, 7:3) with simultaneous addition (syringe pump) of a solution of PhSH (99 mg, 2.0 mmol) in hexane (20 mL) during 10 h. After completion of the thiol addition, the mixture was kept under oxygen for an additional 14 h, cooled to 4° C., and Ph3P (236 mg, 0.90 mmol) was added. The reaction mixture was stirred for 2 h at 5° C. and at rt for additional 1 h. The solvents... The reactants are FC1=CC=C(C=C1)COC1=C(C(=O)OC)C=C(C=C1)\C=C/C=O (methyl 2-{[(4-fluorophenyl)methyl]oxy}-5-[(1Z)-3-oxo-1-propen-1-yl]benzoate), N1CCOCC1 (morpholine), C(C)(=O)O (acetic acid), C(C)(=O)O[BH-](OC(C)=O)OC(C)=O.[Na+] (sodium triacetoxyborohydride), C(=O)(O)[O-].[Na+] (NaHCO3). Solvent: ClCCCl (1,2-dichloroethane), ClCCl (Dichloromethane). Conditions: time 3 hour. The product is FC1=CC=C(C=C1)COC1=C(C(=O)OC)C=C(C=C1)\C=C/CN1CCOCC1 (Methyl 2-{[(4-fluorophenyl)methyl]oxy}-5-[(1Z)-3-(4-morpholinyl)-1-propen-1-yl]benzoate). As a reaction SMILES: [F:1][C:2]1[CH:7]=[CH:6][C:5]([CH2:8][O:9][C:10]2[CH:19]=[CH:18][C:17](/[CH:20]=[CH:21]\[CH:22]=O)=[CH:16][C:11]=2[C:12]([O:14][CH3:15])=[O:13])=[CH:4][CH:3]=1.[NH:24]1[CH2:29][CH2:28][O:27][CH2:26][CH2:25]1.C(O)(=O)C.C(O[BH-](OC(=O)C)OC(=O)C)(=O)C.[Na+].C([O-])(O)=O.[Na+]>ClCCCl.ClCCl>[F:1][C:2]1[CH:3]=[CH:4][C:5]([CH2:8][O:9][C:10]2[CH:19]=[CH:18][C:17](/[CH:20]=[CH:21]\[CH2:22][N:24]3[CH2:29][CH2:28][O:27][CH2:26][CH2:25]3)=[CH:16][C:11]=2[C:12]([O:14][CH3:15])=[O:13])=[CH:6][CH:7]=1 |f:3.4,5.6|. Procedure: To a solution of methyl 2-{[(4-fluorophenyl)methyl]oxy}-5-[(1Z)-3-oxo-1-propen-1-yl]benzoate (may be prepared as described in Description 122; 163 mg, 0.52 mmol) in 1,2-dichloroethane (10 ml) was added morpholine (0.05 ml, 0.52 mmol) and acetic acid (0.03 ml, 0.52 mmol). The solution was stirred for 3 hours then sodium triacetoxyborohydride (165 mg, 0.78 mmol) was added and stirred for one hour. Saturated NaHCO3 solution (10 ml) was added and the mixture was stirred for 15 minutes. Dichlorometha... Reactants: NC=1C(=CC(=NC1)OCCCN1CCOCC1)N[C@H]1CC[C@H](CC1)C(=O)NC(C)C (cis-4-(5-amino-2-(3-morpholinopropoxy)pyridin-4-ylamino)-N-isopropylcyclohexanecarboxamide), FC1=CC=C(C(=O)/N=C\2/N(C3=C(C=NC(=C3)OCCOC)N2)[C@@H]2CC[C@@H](CC2)C(NC(C)C)=O)C=C1 ((E)-4-fluoro-N-(1-(cis-4-(isopropylcarbamoyl)cyclohexyl)-6-(2-methoxyethoxy)-1H-imidazo[4,5-c]pyridin-2(3H)-ylidene)benzamide), FC1=CC=C(C(=O)N=C=S)C=C1 (4-fluorobenzoyl isothiocyanate). Yields the product FC1=CC=C(C(=O)/N=C\2/N(C3=C(C=NC(=C3)OCCCN3CCOCC3)N2)[C@@H]2CC[C@@H](CC2)C(NC(C)C)=O)C=C1 ((E)-4-Fluoro-N-(1-(cis-4-(isopropylcarbamoyl)cyclohexyl)-6-(3-morpholinopropoxy)-1H-imidazo[4,5-c]pyridin-2(3H)-ylidene)benzamide), solid. Isolated yield 104.0%. RXN SMILES: [NH2:1][C:2]1[C:3]([NH:18][C@@H:19]2[CH2:24][CH2:23][C@H:22]([C:25]([NH:27][CH:28]([CH3:30])[CH3:29])=[O:26])[CH2:21][CH2:20]2)=[CH:4][C:5]([O:8][CH2:9][CH2:10][CH2:11][N:12]2[CH2:17][CH2:16][O:15][CH2:14][CH2:13]2)=[N:6][CH:7]=1.[F:31][C:32]1[CH:66]=[CH:65][C:35]([C:36](/[N:38]=[C:39]2/N([C@H]3CC[C@@H](C(=O)NC(C)C)CC3)C3C=C(OCCOC)N=CC=3N/2)=[O:37])=[CH:34][CH:33]=1.FC1C=CC(C(N=C=S)=O)=CC=1>>[F:31][C:32]1[CH:33]=[CH:34][C:35]([C:36](/[N:38]=[C:39]2/[N:18]([C@H:19]3[CH2:24][CH2:23][C@@H:22]([C:25](=[O:26])[NH:27][CH:28]([CH3:30])[CH3:29])[CH2:21][CH2:20]3)[C:3]3[CH:4]=[C:5]([O:8][CH2:9][CH2:10][CH2:11][N:12]4[CH2:13][CH2:14][O:15][CH2:16][CH2:17]4)[N:6]=[CH:7][C:2]=3[NH:1]/2)=[O:37])=[CH:65][CH:66]=1. Procedure: The title compound was prepared from cis-4-(5-amino-2-(3-morpholinopropoxy)pyridin-4-ylamino)-N-isopropylcyclohexanecarboxamide using a procedure analogous to that used to prepare (E)-4-fluoro-N-(1-(cis-4-(isopropylcarbamoyl)cyclohexyl)-6-(2-methoxyethoxy)-1H-imidazo[4,5-c]pyridin-2(3H)-ylidene)benzamide with 1.3 equivalents of 4-fluorobenzoyl isothiocyanate. Isolated as an off-white solid (98 mg, 104% yield). M/Z calc'd for C30H39FN6O4: 566.67. found 567 [M+H]. Reactants: CC=1N(C2=C(C=NC=3C=C(C=CC23)O)N1)CC(C)C (2-methyl-1-(2-methylpropyl)-1H-imidazo[4,5-c]quinolin-7-ol), C([O-])([O-])=O.[Cs+].[Cs+] (cesium carbonate), ICCNC(OC(C)(C)C)=O (tert-Butyl 2-iodoethylcarbamate). Run in CN(C)C=O (DMF). Run at temperature 60 celsius. Yields the product CC=1N(C2=C(C=NC=3C=C(C=CC23)OCCNC(OC(C)(C)C)=O)N1)CC(C)C (tert-butyl 2-{[2-methyl-1-(2-methylpropyl)-1H-imidazo[4,5-c]quinolin-7-yl]oxy}ethylcarbamate). The yield is 82.4%. RXN SMILES: I[CH2:2][CH2:3][NH:4][C:5](=[O:11])[O:6][C:7]([CH3:10])([CH3:9])[CH3:8].[CH3:12][C:13]1[N:14]([CH2:27][CH:28]([CH3:30])[CH3:29])[C:15]2[C:24]3[CH:23]=[CH:22][C:21]([OH:25])=[CH:20][C:19]=3[N:18]=[CH:17][C:16]=2[N:26]=1.C(=O)([O-])[O-].[Cs+].[Cs+]>CN(C=O)C>[CH3:12][C:13]1[N:14]([CH2:27][CH:28]([CH3:30])[CH3:29])[C:15]2[C:24]3[CH:23]=[CH:22][C:21]([O:25][CH2:2][CH2:3][NH:4][C:5](=[O:11])[O:6][C:7]([CH3:10])([CH3:9])[CH3:8])=[CH:20][C:19]=3[N:18]=[CH:17][C:16]=2[N:26]=1 |f:2.3.4|. Reported procedure: tert-Butyl 2-iodoethylcarbamate (2.55 g, 9.41 mmol), prepared as described in Parts J and K of Example 2, was added to a mixture of 2-methyl-1-(2-methylpropyl)-1H-imidazo[4,5-c]quinolin-7-ol (2.00 g, 7.83 mmol) and cesium carbonate (3.83 g, 11.7 mmol) in DMF (30 mL), and the reaction was heated at 60° C. for four hours. The solvent was removed under reduced pressure, and the resulting solid was triturated with water and isolated by filtration to yield 2.57 g of tert-butyl 2-{[2-methyl-1-(2-methy... Starting materials: FC(S(=O)(=O)OC1=C(C=C(C(=O)OC)C=C1)C(=O)OC)(F)F (Dimethyl 4-(trifluoromethylsulfonyloxy)isophthalate), FC=1C(=CC(=NC1)OC)B(O)O (5-fluoro-2-methoxypyridin-4-ylboronic acid), C([O-])([O-])=O.[K+].[K+] (potassium carbonate). Reagents/catalysts: C=1C=CC(=CC1)[P](C=2C=CC=CC2)(C=3C=CC=CC3)[Pd]([P](C=4C=CC=CC4)(C=5C=CC=CC5)C=6C=CC=CC6)([P](C=7C=CC=CC7)(C=8C=CC=CC8)C=9C=CC=CC9)[P](C=1C=CC=CC1)(C=1C=CC=CC1)C=1C=CC=CC1 (tetrakis(triphenylphosphine)palladium). Solvent: CN(C)C=O (DMF), [Cl-].[Na+].O (brine). Run at temperature 90 celsius, time 17 hour. Yields the product FC=1C(=CC(=NC1)OC)C1=C(C=C(C=C1)C(=O)OC)C(=O)OC (Dimethyl 4-(5-fluoro-2-(methyloxy)-4-pyridinyl)-1,3-benzenedicarboxylate). Yield: 92.9%. As a reaction SMILES: FC(F)(F)S(O[C:7]1[CH:16]=[CH:15][C:10]([C:11]([O:13][CH3:14])=[O:12])=[CH:9][C:8]=1[C:17]([O:19][CH3:20])=[O:18])(=O)=O.[F:23][C:24]1[C:25](B(O)O)=[CH:26][C:27]([O:30][CH3:31])=[N:28][CH:29]=1.C(=O)([O-])[O-].[K+].[K+]>CN(C=O)C.[Cl-].[Na+].O.C1C=CC([P]([Pd]([P](C2C=CC=CC=2)(C2C=CC=CC=2)C2C=CC=CC=2)([P](C2C=CC=CC=2)(C2C=CC=CC=2)C2C=CC=CC=2)[P](C2C=CC=CC=2)(C2C=CC=CC=2)C2C=CC=CC=2)(C2C=CC=CC=2)C2C=CC=CC=2)=CC=1>[F:23][C:24]1[C:25]([C:7]2[CH:16]=[CH:15][C:10]([C:11]([O:13][CH3:14])=[O:12])=[CH:9][C:8]=2[C:17]([O:19][CH3:20])=[O:18])=[CH:26][C:27]([O:30][CH3:31])=[N:28][CH:29]=1 |f:2.3.4,6.7.8,^1:52,54,73,92|. Procedure details: To a stirred solution of 66.13B (1.00 g, 2.9 mmol) in DMF (12 mL) at 23° C. was added 5-fluoro-2-methoxypyridin-4-ylboronic acid (0.75 g, 4.4 mmol) (commercially available from Asymchem), potassium carbonate (1.2 g, 8.8 mmol), followed by tetrakis(triphenylphosphine)palladium (0.24 g, 0.20 mmol). The mixture was heated to 90° C. The reaction mixture was then stirred for 17 hours and then cooled to room temperature. The reaction was diluted with brine and extracted three times with EtOAc. After d... The reactants are [BH4-], CC(C)(C)c1ccc(C=O)cc1, CO, NCCc1c(Cl)cccc1Cl, Cl, [Na+]. Product: CC(C)(C)c1ccc(CNCCc2c(Cl)cccc2Cl)cc1. As a reaction SMILES: [BH4-:24].[C:1]([CH3:2])([CH3:3])([CH3:4])[c:5]1[cH:6][cH:7][c:8]([CH:9]=[O:10])[cH:11][cH:12]1.[CH3:27][OH:28].[Cl:13][c:14]1[c:15]([CH2:21][CH2:22][NH2:23])[c:16]([Cl:20])[cH:17][cH:18][cH:19]1.[ClH:26].[Na+:25]>>[C:1]([CH3:2])([CH3:3])([CH3:4])[c:5]1[cH:6][cH:7][c:8]([CH2:9][NH:23][CH2:22][CH2:21][c:15]2[c:14]([Cl:13])[cH:19][cH:18][cH:17][c:16]2[Cl:20])[cH:11][cH:12]1. The reactants are Cl.C(C)N (ethylamine hydrochloride), C(C)(C)N(CC)C(C)C (diisopropylethylamine), N=C=N (carbodiimide), C(C)(C)(C)OC(=O)N(CC(=O)OCC)CCCN1C(SC=C1C1=CC=C(C=C1)N1CCOCC1)=NC1=CC=C(C=C1)F (Ethyl N-(tert-butoxycarbonyl)-N-{3-[2-[(4-fluorophenyl)imino]-4-[4-(morpholino)phenyl]thiazol-3(2H)-yl]propyl}glycinate). Run in CN(C=O)C (N,N-dimethylformamide), ClCCl (dichloromethane), ClCCl (dichloromethane). Reaction conditions: time 8 hour. Yields the product C(C)NC(CNCCCN1C(SC=C1C1=CC=C(C=C1)N1CCOCC1)=NC1=CC=C(C=C1)F)=O (N1-ethyl-N2-{3-[2-[(4-fluorophenyl)imino]-4-[4-(morpholino)phenyl]thiazol-3(2H)-yl]propyl}glycinamide). RXN SMILES: C(OC([N:8]([CH2:15][CH2:16][CH2:17][N:18]1[C:22]([C:23]2[CH:28]=[CH:27][C:26]([N:29]3[CH2:34][CH2:33][O:32][CH2:31][CH2:30]3)=[CH:25][CH:24]=2)=[CH:21][S:20][C:19]1=[N:35][C:36]1[CH:41]=[CH:40][C:39]([F:42])=[CH:38][CH:37]=1)[CH2:9][C:10](OCC)=[O:11])=O)(C)(C)C.Cl.[CH2:44]([NH2:46])[CH3:45].C(N(C(C)C)CC)(C)C.N=C=N>ClCCl.CN(C)C=O>[CH2:44]([NH:46][C:10](=[O:11])[CH2:9][NH:8][CH2:15][CH2:16][CH2:17][N:18]1[C:22]([C:23]2[CH:24]=[CH:25][C:26]([N:29]3[CH2:30][CH2:31][O:32][CH2:33][CH2:34]3)=[CH:27][CH:28]=2)=[CH:21][S:20][C:19]1=[N:35][C:36]1[CH:41]=[CH:40][C:39]([F:42])=[CH:38][CH:37]=1)[CH3:45] |f:1.2|. Procedure: The title compound was synthesized by combinatorial chemistry technique. That is, to a solution of the compound obtained in Example 329 (2) in dichloromethane (43.8 μmol/ml) (1 ml) were added a solution of ethylamine hydrochloride in N,N-dimethylformamide (35.0 μmol/ml) (1 ml), a solution of diisopropylethylamine (35.0 μmol/ml) (1 ml) and a suspension of carbodiimide resin in dichloromethane (79.2 mg/ml, manufactured by Argonaut) (1 ml), and the mixture was stirred at room temperature overnight.... The reactants are ice water, CC(C)([O-])C.[K+] (potassium tert-butoxide), C(C)(C)(C)O (tert-butyl alcohol), C(C1=CC=CC=C1)=O (benzaldehyde), C(CCC(=O)OC)(=O)OC (dimethyl succinate), C(C)(C)(C)O (tert-butyl alcohol). Conditions: time 30 minute. The product is COCCOC(C/C(=C\C1=CC=CC=C1)/C(=O)OC)=O ((E)-3-methoxycarbonyl-4-phenyl-3-butenoic acid 2-methoxyethyl ester). The yield is 65.0%. As a reaction SMILES: C[C:2](C)([O-:4])C.[K+].[CH:7](=O)[C:8]1[CH:13]=[CH:12][CH:11]=[CH:10][CH:9]=1.[C:15]([O:23][CH3:24])(=[O:22])[CH2:16][CH2:17][C:18]([O:20][CH3:21])=[O:19].[C:25](O)(C)(C)C>>[CH3:25][O:4][CH2:2][CH2:21][O:20][C:18](=[O:19])[CH2:17]/[C:16](/[C:15]([O:23][CH3:24])=[O:22])=[CH:7]\[C:8]1[CH:13]=[CH:12][CH:11]=[CH:10][CH:9]=1 |f:0.1|. Procedure details: To a solution of potassium tert-butoxide (16.8 g) in tert-butyl alcohol (150 ml) is added dropwise with stirring a solution of benzaldehyde (15.9 g) and dimethyl succinate (26.3 g) in tert-butyl alcohol (20 ml) at room temperature, and the mixture is stirred for 30 minutes. The reaction mixture is poured into ice-water (200 ml), and the mixture is extracted with isopropyl ether. The pH value of the aqueous layer is adjusted to pH 2-3, and extracted with ethyl acetate. The extract is washed, drie... Reactants: ClC1=NC2=NC=CC=C2C(=C1C)Cl (2,4-dichloro-3-methyl-1,8-naphthyridine), FC=1C=C(C=C(C1)F)B(O)O (3,5-difluorophenylboronic acid), C([O-])([O-])=O.[K+].[K+] (potassium carbonate). Reagents/catalysts: C=1C=CC(=CC1)[P](C=2C=CC=CC2)(C=3C=CC=CC3)[Pd]([P](C=4C=CC=CC4)(C=5C=CC=CC5)C=6C=CC=CC6)([P](C=7C=CC=CC7)(C=8C=CC=CC8)C=9C=CC=CC9)[P](C=1C=CC=CC1)(C=1C=CC=CC1)C=1C=CC=CC1 (Pd(PPh3)4). The solvent is C1(=CC=CC=C1)C (toluene). Conditions: temperature 95 celsius. Yields the product ClC1=C(C(=NC2=NC=CC=C12)C1=CC(=CC(=C1)F)F)C (4-chloro-2-(3,5-difluorophenyl)-3-methyl-1,8-naphthyridine). RXN SMILES: Cl[C:2]1[C:11]([CH3:12])=[C:10]([Cl:13])[C:9]2[C:4](=[N:5][CH:6]=[CH:7][CH:8]=2)[N:3]=1.[F:14][C:15]1[CH:16]=[C:17](B(O)O)[CH:18]=[C:19]([F:21])[CH:20]=1.C(=O)([O-])[O-].[K+].[K+]>C1(C)C=CC=CC=1.C1C=CC([P]([Pd]([P](C2C=CC=CC=2)(C2C=CC=CC=2)C2C=CC=CC=2)([P](C2C=CC=CC=2)(C2C=CC=CC=2)C2C=CC=CC=2)[P](C2C=CC=CC=2)(C2C=CC=CC=2)C2C=CC=CC=2)(C2C=CC=CC=2)C2C=CC=CC=2)=CC=1>[Cl:13][C:10]1[C:9]2[C:4](=[N:5][CH:6]=[CH:7][CH:8]=2)[N:3]=[C:2]([C:17]2[CH:16]=[C:15]([F:14])[CH:20]=[C:19]([F:21])[CH:18]=2)[C:11]=1[CH3:12] |f:2.3.4,^1:41,43,62,81|. Procedure details: The Suzuki coupled product was prepared according to Procedure F using 2,4-dichloro-3-methyl-1,8-naphthyridine (0.4 g, 1.877 mmol), 3,5-difluorophenylboronic acid (0.445 g, 2.82 mmol), Pd(PPh3)4 (0.217 g, 0.188 mmol), potassium carbonate (0.519 g, 3.75 mmol) in toluene (6 mL) and heating at 95° C. for 18 h. Purification by column chromatography (silica gel; 0-25% EtOAc in hexanes) gave 4-chloro-2-(3,5-difluorophenyl)-3-methyl-1,8-naphthyridine as a yellow amorphous solid. Mass Spectrum (ESI) m/e...